Dataset: the Open Reaction Database (ORD), a public repository of structured organic reaction records. Task: describe an organic reaction: reactants, conditions, products, and yield Starting materials: CC1=C(C=C(N)C=C1)C(F)(F)F (4-Methyl-3-(trifluoromethyl)aniline), BrN1C(CCC1=O)=O (N-bromosuccinimide), 2,2-azobisisobutyronitrile, N1=CC=CC=C1 (pyridine), ClC(=O)OCC1=CC=CC=C1 (benzyl chloroformate). Run in C(Cl)Cl (DCM). Conditions: temperature 0 celsius, time 0.5 hour. The product is C(C1=CC=CC=C1)OC(NC1=CC(=C(C=C1)CBr)C(F)(F)F)=O ([4-bromomethyl-3-(trifluoromethyl)phenyl]carbamic acid benzyl ester). Yield: 26.8%. As a reaction SMILES: [CH3:1][C:2]1[CH:8]=[CH:7][C:5]([NH2:6])=[CH:4][C:3]=1[C:9]([F:12])([F:11])[F:10].N1C=CC=CC=1.Cl[C:20]([O:22][CH2:23][C:24]1[CH:29]=[CH:28][CH:27]=[CH:26][CH:25]=1)=[O:21].[Br:30]N1C(=O)CCC1=O>C(Cl)Cl>[CH2:23]([O:22][C:20](=[O:21])[NH:6][C:5]1[CH:7]=[CH:8][C:2]([CH2:1][Br:30])=[C:3]([C:9]([F:10])([F:11])[F:12])[CH:4]=1)[C:24]1[CH:29]=[CH:28][CH:27]=[CH:26][CH:25]=1. Procedure: 4-Methyl-3-(trifluoromethyl)aniline (1.75 g, 10.0 mmol) was dissolved in DCM (10 mL), and pyridine (970 μL, 12.0 mmol) and then benzyl chloroformate (2 mL, 14.0 mmol) were dropwise added thereto. The resulting mixture was stirred at 0° C. for 0.5 hours. The organic layer was washed with a saturated sodium bicarbonate solution and saturated brine, sequentially, and then concentrated under reduced pressure. The residue was dissolved in 15 mL of carbon tetrachloride, and N-bromosuccinimide (2.67 g,...